From a dataset of the Open Reaction Database (ORD), a public repository of structured organic reaction records. describe an organic reaction: reactants, conditions, products, and yield The reactants are C(C)(=O)N(C(=O)OCOC(C1=CC=C(C=C1)COP(=O)(OCC1=CC=CC=C1)OCC1=CC=CC=C1)=O)C[C@H]1CN(C(O1)=O)C1=CC(=C(C=C1)N1CC2=NN(C=C2C1)C)F (4-(Bis-benzyloxy-phosphoryloxymethyl)-benzoic acid (acetyl-{(R)-3-[3-fluoro-4-(2-methyl-2,6-dihydro-4H-pyrrolo[3,4-c]pyrazol-5-yl)-phenyl]-2-oxo-oxazolidin-5-ylmethyl}-carbamoyloxy)-methyl ester). Reagents/catalysts: [Pd] (Pd/C). Solvent: CO (methanol). Conditions: time 6 hour. Yields the product C(C)(=O)N(C(=O)OCOC(C1=CC=C(C=C1)COP(=O)(O)O)=O)C[C@H]1CN(C(O1)=O)C1=CC(=C(C=C1)N1CC2=NN(C=C2C1)C)F (4-Phosphonooxymethyl-benzoic acid (acetyl-{(R)-3-[3-fluoro-4-(2-methyl-2,6-dihydro-4H-pyrrolo[3,4-c]pyrazol-5-yl)-phenyl]-2-oxo-oxazolidin-5-ylmethyl}-carbamoyloxy)-methyl ester). Reaction SMILES: [C:1]([N:4]([CH2:38][C@@H:39]1[O:43][C:42](=[O:44])[N:41]([C:45]2[CH:50]=[CH:49][C:48]([N:51]3[CH2:58][C:57]4[C:53](=[N:54][N:55]([CH3:59])[CH:56]=4)[CH2:52]3)=[C:47]([F:60])[CH:46]=2)[CH2:40]1)[C:5]([O:7][CH2:8][O:9][C:10](=[O:37])[C:11]1[CH:16]=[CH:15][C:14]([CH2:17][O:18][P:19]([O:29]CC2C=CC=CC=2)([O:21]CC2C=CC=CC=2)=[O:20])=[CH:13][CH:12]=1)=[O:6])(=[O:3])[CH3:2]>CO.[Pd]>[C:1]([N:4]([CH2:38][C@@H:39]1[O:43][C:42](=[O:44])[N:41]([C:45]2[CH:50]=[CH:49][C:48]([N:51]3[CH2:58][C:57]4[C:53](=[N:54][N:55]([CH3:59])[CH:56]=4)[CH2:52]3)=[C:47]([F:60])[CH:46]=2)[CH2:40]1)[C:5]([O:7][CH2:8][O:9][C:10](=[O:37])[C:11]1[CH:16]=[CH:15][C:14]([CH2:17][O:18][P:19]([OH:29])([OH:21])=[O:20])=[CH:13][CH:12]=1)=[O:6])(=[O:3])[CH3:2]. Procedure details: A suspension of 13 (1 equiv) and 10% Pd/C (1 weight equiv of 13) in methanol is hydrogenated in a Parr shaker at 30 psi for 6 h. The reaction mixture is filtered, concentrated in vacuo, purified directly by HPLC (C-18 column, 0-100% gradient elution, MeCN:H2O), and fractions containing product are lyophilized to give the title compound. Theoretical MS 662 (M+1)+ Reactants: [Li+].[OH-] (LiOH), FC(C(=O)O)(F)F (Trifluoroacetic acid), NC1=NC(=C(C(=N1)OS(=O)(=O)C1=C(C=C(C=C1C(C)C)C(C)C)C(C)C)CC1=CC=C(C=C1)CC#N)C (2-(4-((2-Amino-4-((2,4,6-triisopropylbenzenesulfonyl)oxy)-6-methylpyrimidin-5-yl)methyl)phenyl)acetonitrile), C(CCCC)N (n-pentylamine). Run in C1CCOC1 (THF), C1(=CC=CC=C1)C (toluene), C(C)(=O)OCCCC (butyl acetate), C1(=CC=CC=C1)C (toluene), C1(=CC=CC=C1)C (toluene). Reaction conditions: temperature 120 celsius, time 1 hour. The product is NC1=NC(=C(C(=N1)C)CC1=CC=C(C=C1)CC#N)NCCCCC (2-(4-((2-Amino-4-methyl-6-(pentylamino)pyrimidin-5-yl)methyl)phenyl)acetonitrile). As a reaction SMILES: FC(F)(F)C(O)=O.[NH2:8][C:9]1[N:14]=[C:13](OS(C2C(C(C)C)=CC(C(C)C)=CC=2C(C)C)(=O)=O)[C:12]([CH2:34][C:35]2[CH:40]=[CH:39][C:38]([CH2:41][C:42]#[N:43])=[CH:37][CH:36]=2)=[C:11]([CH3:44])[N:10]=1.[CH2:45]([NH2:50])[CH2:46][CH2:47][CH2:48][CH3:49].[Li+].[OH-]>C(OCCCC)(=O)C.C1(C)C=CC=CC=1.C1COCC1>[NH2:8][C:9]1[N:10]=[C:11]([CH3:44])[C:12]([CH2:34][C:35]2[CH:36]=[CH:37][C:38]([CH2:41][C:42]#[N:43])=[CH:39][CH:40]=2)=[C:13]([NH:50][CH2:45][CH2:46][CH2:47][CH2:48][CH3:49])[N:14]=1 |f:3.4|. Reported procedure: Trifluoroacetic acid (2.19 g, 19.2 mmol) was added to a suspension of the product from step (iii) (10.0 g, 19.2 mmol) and n-pentylamine (5.0 g, 57.6 mmol) in butyl acetate (65.0 g), and the mixture was heated at 120° C. for 6 hours. The mixture was cooled and concentrated under reduced pressure to give a solid. A suspension of the solid in toluene (30.0 g) was concentrated under reduced pressure again to give a solid. 5% aq. LiOH (60.0 g) was added to the solution of the solid in toluene (55.0 g... Reactants: C1CCOC1, CO, Nc1c([N+](=O)[O-])ccc2ncccc12. Yields the product Nc1ccc2ncccc2c1N. Reaction SMILES: [CH2:15]1[O:16][CH2:17][CH2:18][CH2:19]1.[CH3:20][OH:21].[NH2:1][c:2]1[c:3]2[cH:4][cH:5][cH:6][n:7][c:8]2[cH:9][cH:10][c:11]1[N+:12]([O-:13])=[O:14]>>[NH2:1][c:2]1[c:3]2[cH:4][cH:5][cH:6][n:7][c:8]2[cH:9][cH:10][c:11]1[NH2:12].